The task is: describe an organic reaction: reactants, conditions, products, and yield. This data is from the Open Reaction Database (ORD), a public repository of structured organic reaction records. Reactants: NC=1SC=2CCNCCC2N1 (2-amino-4,5,7,8-tetrahydro-6H-thiazolo[5,4-d]azepine), C([O-])([O-])=O.[K+].[K+] (potassium carbonate), ClCC=1CC2=CC=CC=C2C1 (2-chloromethyl-1H-indene). The solvent is CN(C=O)C (dimethylformamide). Yields the product NC=1SC=2CCN(CCC2N1)CC=1CC2=CC=CC=C2C1 (2-Amino-6-(1H-inden-2-yl-methyl)-4,5,7,8-tetrahydro-6H-thiazolo[5,4-d]azepine). The yield is 4.0%. Reaction SMILES: [NH2:1][C:2]1[S:3][C:4]2[CH2:5][CH2:6][NH:7][CH2:8][CH2:9][C:10]=2[N:11]=1.C(=O)([O-])[O-].[K+].[K+].Cl[CH2:19][C:20]1[CH2:21][C:22]2[C:27]([CH:28]=1)=[CH:26][CH:25]=[CH:24][CH:23]=2>CN(C)C=O>[NH2:1][C:2]1[S:3][C:4]2[CH2:5][CH2:6][N:7]([CH2:19][C:20]3[CH2:28][C:27]4[C:22]([CH:21]=3)=[CH:23][CH:24]=[CH:25][CH:26]=4)[CH2:8][CH2:9][C:10]=2[N:11]=1 |f:1.2.3|. Procedure: Prepared from 2-amino-4,5,7,8-tetrahydro-6H-thiazolo[5,4-d]azepine, potassium carbonate and 2-chloromethyl-1H-indene (prepared from 1H-indene, paraformaldehyde and concentrated hydrochloric acid) in anhydrous dimethylformamide for 2 hours at 50° C. Yield: 4% of theory, Melting point: 134°-138° C. Starting materials: ClC1=NC2=CC(=C(C=C2C=C1C(=O)OCC)F)F (2-chloro-3-ethoxycarbonyl-6,7-difluoroquinoline), CNCCC#N (N-methyl-N-β-cyanoethylamine), C([O-])([O-])=O.[Na+].[Na+] (sodium carbonate). The solvent is C1(=CC=CC=C1)C (toluene). Run at temperature 20 celsius, time 4 hour. Product: C(C)OC(=O)C=1C(=NC2=CC(=C(C=C2C1)F)F)N(CCC#N)C (3-ethoxycarbonyl-6,7-difluoro-2-(N-methyl-N-β-cyanoethylamino)quinoline). Yield: 100.1%. As a reaction SMILES: Cl[C:2]1[C:11]([C:12]([O:14][CH2:15][CH3:16])=[O:13])=[CH:10][C:9]2[C:4](=[CH:5][C:6]([F:18])=[C:7]([F:17])[CH:8]=2)[N:3]=1.[CH3:19][NH:20][CH2:21][CH2:22][C:23]#[N:24].C(=O)([O-])[O-].[Na+].[Na+]>C1(C)C=CC=CC=1>[CH2:15]([O:14][C:12]([C:11]1[C:2]([N:20]([CH3:19])[CH2:21][CH2:22][C:23]#[N:24])=[N:3][C:4]2[C:9]([CH:10]=1)=[CH:8][C:7]([F:17])=[C:6]([F:18])[CH:5]=2)=[O:13])[CH3:16] |f:2.3.4|. Procedure: To a solution of 16.3 g of 2-chloro-3-ethoxycarbonyl-6,7-difluoroquinoline prepared as described in Example 1 and 10 g of N-methyl-N-β-cyanoethylamine in 160 cm3 of toluene are added 19.08 g of sodium carbonate. The suspension obtained is heated at reflux and then stirred for 4 hours at this temperature. The reaction mixture is subsequently cooled to approximately 20° C., followed by washing with 3 times 50 cm3 of water. The organic phase is concentrated to dryness under reduced pressure (20 kPa... The product is COC1=CC=CC=2C=C(OC(C21)=O)C(=O)O (8-methoxy-1-oxo-1H-2-benzopyran-3-carboxylic acid). Procedure details: A solution of the oxazolone of Example 4 (1.80 g., 5.57 mM) and 3.06 g. of sodium hydroxide in 15.2 ml. of water is refluxed under nitrogen for two hours. The resulting solution is cooled, acidified with concentrated hydrochloric acid, and refluxed for 0.5 hour. The solution is cooled and filtered to separate the precipitated solids. The dried solid is triturated with 2 ml. of cold methanol (to remove benzoic acid) and filtered to separate the product, m.p. 251°-253°. Recrystallization from 12 m... Run in O (water). Starting materials: C(=O)(O)C1=C(C=C2N=C(OC2=O)C2=CC=CC=C2)C=CC=C1OC.O1C(NC=C1)=O (oxazolone 4-(2-carboxy-3-methoxybenzylidene)-2-phenyl-5(4H)-oxazolone), [OH-].[Na+] (sodium hydroxide), Cl (hydrochloric acid). As a reaction SMILES: [C:1]([C:4]1[C:22]([O:23][CH3:24])=[CH:21][CH:20]=[CH:19][C:5]=1[CH:6]=[C:7]1[C:11](=[O:12])[O:10]C(C2C=CC=CC=2)=N1)([OH:3])=[O:2].O1C=CNC1=O.[OH-].[Na+].Cl>O>[CH3:24][O:23][C:22]1[C:4]2[C:1](=[O:3])[O:2][C:7]([C:11]([OH:10])=[O:12])=[CH:6][C:5]=2[CH:19]=[CH:20][CH:21]=1 |f:0.1,2.3|. The reactants are Cl, Nc1ncccc1F, O=C1CCC(=O)N1Br. Yields the product Nc1ncc(Br)cc1F. RXN SMILES: [ClH:17].[F:9][c:10]1[c:11]([NH2:16])[n:12][cH:13][cH:14][cH:15]1.[O:1]=[C:2]1[N:3]([Br:8])[C:4](=[O:5])[CH2:6][CH2:7]1>>[Br:8][c:14]1[cH:13][n:12][c:11]([NH2:16])[c:10]([F:9])[cH:15]1.